This data is from the Open Reaction Database (ORD), a public repository of structured organic reaction records. The task is: describe an organic reaction: reactants, conditions, products, and yield Reactants: C[C@](CC=1C=CC(=C(C1)O)O)(C(=O)O)N (α-methyldopa), CN1C(CCC1)=O (N-methylpyrrolidinone), C(C(C)(C)C)(=O)OC(C)Cl (α-chloroethyl pivalate), 4A, [Br-].[Li+] (lithium bromide). Run in C(C)(=O)OCC (ethyl acetate). Run at temperature 25 celsius, time 1 hour. The product is OC=1C=C(C=CC1O)C[C@](N)(C(=O)OC(C)OC(C(C)(C)C)=O)C (α-Pivaloyloxyethyl (S)-3-(3,4-dihydroxyphenyl)-2-methylalaninate). RXN SMILES: [CH3:1][C@@:2]([NH2:15])([C:12]([OH:14])=[O:13])[CH2:3][C:4]1[CH:5]=[CH:6][C:7]([OH:11])=[C:8]([OH:10])[CH:9]=1.[Br-].[Li+].CN1CCCC1=O.[C:25]([O:31][CH:32](Cl)[CH3:33])(=[O:30])[C:26]([CH3:29])([CH3:28])[CH3:27]>C(OCC)(=O)C>[OH:10][C:8]1[CH:9]=[C:4]([CH2:3][C@@:2]([CH3:1])([C:12]([O:14][CH:32]([O:31][C:25](=[O:30])[C:26]([CH3:29])([CH3:28])[CH3:27])[CH3:33])=[O:13])[NH2:15])[CH:5]=[CH:6][C:7]=1[OH:11] |f:1.2|. Procedure: 10 grams (0.047 mole) of α-methyldopa, 4.7 grams of powdered 4A molecular sieves, 6.1 grams (0.070 mole) of lithium bromide and 47 milliliters of N-methylpyrrolidinone were stirred for about one hour at 25° C. To this mixture, 8.1 grams (0.049 mole) of α-chloroethyl pivalate was added and the mixture was aged at 55° C. for 8 hours. At the end of this time, the mixture was cooled to 25° C., diluted with 100 milliliters of ethyl acetate and washed successively with one 200 milliliter and two 100 m... Conditions: time 1.5 hour. The product is ClC=1C=C(CN(C(C2=CC(=CC=C2)CNCC2=CC=C(C=C2)F)=O)CC2=CC=C(C=C2)F)C=C(C1)Cl (N-(3,5-Dichlorobenzyl)-N-(4-fluorobenzyl)-3-((4-fluorobenzylamino)methyl)benzamide). Starting materials: NCC=1C=C(C(=O)N(CC2=CC=C(C=C2)F)CC2=CC(=CC(=C2)Cl)Cl)C=CC1 (3-(aminomethyl)-N-(3,5-dichlorobenzyl)-N-(4-fluorobenzyl)benzamide), FC1=CC=C(C=O)C=C1 (4-fluorobenzaldehyde), C(=O)(O)[O-].[Na+] (NaHCO3), C(C)(=O)O[BH-](OC(C)=O)OC(C)=O.[Na+] (sodium triacetoxyborohydride). Yield: 63.0%. RXN SMILES: [NH2:1][CH2:2][C:3]1[CH:4]=[C:5]([CH:26]=[CH:27][CH:28]=1)[C:6]([N:8]([CH2:17][C:18]1[CH:23]=[C:22]([Cl:24])[CH:21]=[C:20]([Cl:25])[CH:19]=1)[CH2:9][C:10]1[CH:15]=[CH:14][C:13]([F:16])=[CH:12][CH:11]=1)=[O:7].[F:29][C:30]1[CH:37]=[CH:36][C:33]([CH:34]=O)=[CH:32][CH:31]=1.C(O[BH-](OC(=O)C)OC(=O)C)(=O)C.[Na+].C([O-])(O)=O.[Na+]>C(Cl)Cl.CC(O)C>[Cl:25][C:20]1[CH:19]=[C:18]([CH:23]=[C:22]([Cl:24])[CH:21]=1)[CH2:17][N:8]([CH2:9][C:10]1[CH:11]=[CH:12][C:13]([F:16])=[CH:14][CH:15]=1)[C:6](=[O:7])[C:5]1[CH:26]=[CH:27][CH:28]=[C:3]([CH2:2][NH:1][CH2:34][C:33]2[CH:36]=[CH:37][C:30]([F:29])=[CH:31][CH:32]=2)[CH:4]=1 |f:2.3,4.5|. Reported procedure: To a solution of 3-(aminomethyl)-N-(3,5-dichlorobenzyl)-N-(4-fluorobenzyl)benzamide (0.6 g, 1.44 mmol) in CH2Cl2 (6.0 mL) and 2-propanol (6.0 mL) was added 4-fluorobenzaldehyde (0.16 mL, 1.44 mmol). The resulting mixture was stirred at rt for 1.5 h. The reaction mixture was cooled to ice bath temperature and was added sodium triacetoxyborohydride (0.49 g, 2.30 mmol) under N2 atmosphere. The resulting mixture was stirred at rt for 20 h. To the reaction mixture was added saturated aq NaHCO3 soluti... Solvent: C(Cl)Cl (CH2Cl2), CC(C)O (2-propanol). Starting materials: C(C)O (Ethanol), C(C)OC(C(=O)C1=COCC1)=O (Ethyl-2-(4,5-dihydrofuran-3-yl)-2-oxoacetate), BrN1C(CCC1=O)=O (N-bromosuccinimide). Run in ClCCl (dichloromethane). Conditions: temperature 7.5 celsius. Product: C(C)OC(C(=O)C1C(OCC1)OCC)=O (Ethyl-2-(2-ethoxytetrahydrofuran-3-yl)-2-oxoacetate). As a reaction SMILES: [CH2:1]([O:3][C:4](=[O:12])[C:5]([C:7]1[CH2:11][CH2:10][O:9][CH:8]=1)=[O:6])[CH3:2].[CH2:13]([OH:15])[CH3:14].BrN1C(=O)CCC1=O>ClCCl>[CH2:1]([O:3][C:4](=[O:12])[C:5]([CH:7]1[CH2:11][CH2:10][O:9][CH:8]1[O:15][CH2:13][CH3:14])=[O:6])[CH3:2]. Procedure details: Ethyl-2-(4,5-dihydrofuran-3-yl)-2-oxoacetate (100 g) was dissolved in dichloromethane (500 ml). Ethanol (150 ml) was added to reaction mass and then reaction mass was cooled to 5 to 10° C. N-bromosuccinimide (115 g) was added lot wise by maintaining temp below 10° C. Reaction mass was then stirred at 20-30° C. till completion of reaction. Reaction mass was washed with sodium bicarbonate solution (8%, 3×400 ml). Sodium sulphite solution (15%, 1700 ml) was charged to dichloromethane layer. Reactio... Starting materials: C(C1=CC=CC=C1)(=O)N1CC1 (1-(benzoyl)aziridine), ClC1=CC=C(C=C1)C1(CCNCC1)O (4-(4- chlorophenyl)-4-piperidinol), C1=CC=CC=C1 (benzene), CO (methanol). The solvent is O(CC)CC (1,1'-oxybisethane). Yields the product ClC1=CC=C(C=C1)C1(CCN(CC1)CCNC(C1=CC=CC=C1)=O)O (N-{2-[4-(4-chlorophenyl)-4-hydroxy-1-piperidinyl] ethyl} benzamide). RXN SMILES: [C:1]([N:9]1[CH2:11][CH2:10]1)(=[O:8])[C:2]1[CH:7]=[CH:6][CH:5]=[CH:4][CH:3]=1.[Cl:12][C:13]1[CH:18]=[CH:17][C:16]([C:19]2([OH:25])[CH2:24][CH2:23][NH:22][CH2:21][CH2:20]2)=[CH:15][CH:14]=1.C1C=CC=CC=1.CO>O(CC)CC>[Cl:12][C:13]1[CH:18]=[CH:17][C:16]([C:19]2([OH:25])[CH2:20][CH2:21][N:22]([CH2:10][CH2:11][NH:9][C:1](=[O:8])[C:2]3[CH:3]=[CH:4][CH:5]=[CH:6][CH:7]=3)[CH2:23][CH2:24]2)=[CH:15][CH:14]=1. Procedure: A mixture of 0.74 parts of 1-(benzoyl)aziridine, 1.06 parts of 4-(4- chlorophenyl)-4-piperidinol, 5.4 parts of benzene and 0.4 parts of methanol is stirred and refluxed for 2 hours. The reaction mixture is cooled. Upon the addition of 1,1'-oxybisethane, the product is precipitated. After stirring for 15 minutes, the product is filtered off and dried, yielding 1.1 parts of N-{2-[4-(4-chlorophenyl)-4-hydroxy-1-piperidinyl] ethyl} benzamide; mp. 169° C. Reactants: O=C([O-])[O-], CC#N, FC(F)(F)c1cccc(CCl)c1, CCOC(=O)CC(=O)c1ccc(F)cc1, [K+], [K+]. The product is CCOC(=O)C(Cc1cccc(C(F)(F)F)c1)C(=O)c1ccc(F)cc1. Reaction SMILES: [C:28](=[O:29])([O-:30])[O-:31].[CH3:34][C:35]#[N:36].[F:16][C:17]([c:18]1[cH:19][c:20]([CH2:21][Cl:22])[cH:23][cH:24][cH:25]1)([F:26])[F:27].[F:1][c:2]1[cH:3][cH:4][c:5]([C:8]([CH2:9][C:10](=[O:11])[O:12][CH2:13][CH3:14])=[O:15])[cH:6][cH:7]1.[K+:32].[K+:33]>>[F:1][c:2]1[cH:3][cH:4][c:5]([C:8]([CH:9]([C:10](=[O:11])[O:12][CH2:13][CH3:14])[CH2:21][c:20]2[cH:19][c:18]([C:17]([F:16])([F:26])[F:27])[cH:25][cH:24][cH:23]2)=[O:15])[cH:6][cH:7]1.